The task is: describe an organic reaction: reactants, conditions, products, and yield. This data is from the Open Reaction Database (ORD), a public repository of structured organic reaction records. Reactants: C(C)(=O)OC[C@@H]1C=C[C@@H](O1)N1C(=O)NC(=O)C(C)=C1 (1-(5-O-acetyl-2,3-dideoxy-β-D-glycero-pent-2-enofuranosyl)-thymine), P12(=S)SP3(=S)SP(=S)(S1)SP(=S)(S2)S3 (phosphorus pentasulfide). The solvent is N1=CC=CC=C1 (pyridine). Yields the product C(C)(=O)OC[C@@H]1C=C[C@@H](O1)N1C(=O)NC(=S)C(C)=C1 (1-(5-O-acetyl-2,3-dideoxy-β-D-glycero-pent-2-enofuranosyl)-4-thiothymine). RXN SMILES: [C:1]([O:4][CH2:5][C@H:6]1[O:10][C@@H:9]([N:11]2[CH:19]=[C:17]([CH3:18])[C:15](=O)[NH:14][C:12]2=[O:13])[CH:8]=[CH:7]1)(=[O:3])[CH3:2].P12(SP3(SP(SP(S3)(S1)=S)(=S)S2)=S)=[S:21]>N1C=CC=CC=1>[C:1]([O:4][CH2:5][C@H:6]1[O:10][C@@H:9]([N:11]2[CH:19]=[C:17]([CH3:18])[C:15](=[S:21])[NH:14][C:12]2=[O:13])[CH:8]=[CH:7]1)(=[O:3])[CH3:2]. Procedure details: MS: m/z 266 (C12H14N2O6, M+), 141 (C7H9O3, sugar group), 126 (C5H6N2O2, base+H). The 1-(5-O-acetyl-2,3-dideoxy-β-D-glycero-pent-2-enofuranosyl)-thymine is dissolved in 25 mL of absolute pyridine and refluxed for 48 hours with 2 g of phosphorus pentasulfide. After cooling, the solution is decanted from the insolubles and evaporated to dryness under vacuum. The resulting residue is fractionated by column chromatography on Kieselgel 40 with chloroform as eluent. From the fractions containing the pr... Reactants: CC(C)(C)[Si](Cl)(c1ccccc1)c1ccccc1, CN(C)C=O, CCOC(C)=O, CC(=O)c1ccc(O)cc1, c1c[nH]cn1. The product is CC(=O)c1ccc(O[Si](c2ccccc2)(c2ccccc2)C(C)(C)C)cc1. RXN SMILES: [C:1]([CH3:2])([CH3:3])([CH3:4])[Si:5]([c:6]1[cH:7][cH:8][cH:9][cH:10][cH:11]1)([c:12]1[cH:13][cH:14][cH:15][cH:16][cH:17]1)[Cl:18].[CH3:34][N:35]([CH3:36])[CH:37]=[O:38].[CH3:39][CH2:40][O:41][C:42](=[O:43])[CH3:44].[OH:19][c:20]1[cH:21][cH:22][c:23]([C:26]([CH3:27])=[O:28])[cH:24][cH:25]1.[nH:29]1[cH:30][cH:31][n:32][cH:33]1>>[C:1]([CH3:2])([CH3:3])([CH3:4])[Si:5]([c:6]1[cH:7][cH:8][cH:9][cH:10][cH:11]1)([c:12]1[cH:13][cH:14][cH:15][cH:16][cH:17]1)[O:19][c:20]1[cH:21][cH:22][c:23]([C:26]([CH3:27])=[O:28])[cH:24][cH:25]1. Starting materials: C[SiH](C)OC(CCc1cc2c(cc1Br)C(C)(C)CCC2(C)C)C(C)(C)C, [Li]CCCC, O=CN1CCCCC1, C1CCOC1. Yields the product C[SiH](C)OC(CCc1cc2c(cc1C=O)C(C)(C)CCC2(C)C)C(C)(C)C. Reaction SMILES: [Br:1][c:2]1[cH:3][c:4]2[c:9]([cH:10][c:11]1[CH2:12][CH2:13][CH:14]([C:15]([CH3:16])([CH3:17])[CH3:18])[O:19][SiH:20]([CH3:21])[CH3:22])[C:8]([CH3:23])([CH3:24])[CH2:7][CH2:6][C:5]2([CH3:25])[CH3:26].[CH3:27][CH2:28][CH2:29][CH2:30][Li:31].[CH:32](=[O:33])[N:34]1[CH2:35][CH2:36][CH2:37][CH2:38][CH2:39]1.[O:40]1[CH2:41][CH2:42][CH2:43][CH2:44]1>>[c:2]1([CH:32]=[O:33])[cH:3][c:4]2[c:9]([cH:10][c:11]1[CH2:12][CH2:13][CH:14]([C:15]([CH3:16])([CH3:17])[CH3:18])[O:19][SiH:20]([CH3:21])[CH3:22])[C:8]([CH3:23])([CH3:24])[CH2:7][CH2:6][C:5]2([CH3:25])[CH3:26]. The reactants are O=C([O-])[O-], COCCOC, COc1ccc(B(O)O)cn1, [Cs+], [Cs+], COC1CCC(n2c(=O)c(Br)cc3c(C)nc(N)nc32)CC1, O. The product is COc1ccc(-c2cc3c(C)nc(N)nc3n(C3CCC(OC)CC3)c2=O)cn1. As a reaction SMILES: [C:34](=[O:35])([O-:36])[O-:37].[CH2:40]([CH2:41][O:42][CH3:43])[O:44][CH3:45].[CH3:23][O:24][c:25]1[n:26][cH:27][c:28]([B:31]([OH:32])[OH:33])[cH:29][cH:30]1.[Cs+:38].[Cs+:39].[NH2:1][c:2]1[n:3][c:4]([CH3:22])[c:5]2[c:6]([n:7]1)[n:8]([CH:14]1[CH2:15][CH2:16][CH:17]([O:20][CH3:21])[CH2:18][CH2:19]1)[c:9](=[O:13])[c:10]([Br:12])[cH:11]2.[OH2:46]>>[NH2:1][c:2]1[n:3][c:4]([CH3:22])[c:5]2[c:6]([n:7]1)[n:8]([CH:14]1[CH2:15][CH2:16][CH:17]([O:20][CH3:21])[CH2:18][CH2:19]1)[c:9](=[O:13])[c:10](-[c:28]1[cH:27][n:26][c:25]([O:24][CH3:23])[cH:30][cH:29]1)[cH:11]2. The reactants are CC#N, CCN(C(C)C)C(C)C, Cl, FC(F)(F)c1ccc(Oc2cccc(C=C3CCNCC3)c2)nc1, O=C(NC(=O)c1ccccn1)Oc1ccccc1. The product is O=C(NC(=O)N1CCC(=Cc2cccc(Oc3ccc(C(F)(F)F)cn3)c2)CC1)c1ccccn1. RXN SMILES: [CH3:53][C:54]#[N:55].[CH:44]([N:45]([CH:46]([CH3:47])[CH3:48])[CH2:49][CH3:50])([CH3:51])[CH3:52].[ClH:19].[NH:20]1[CH2:21][CH2:22][C:23](=[CH:26][c:27]2[cH:28][c:29]([O:30][c:31]3[n:32][cH:33][c:34]([C:37]([F:38])([F:39])[F:40])[cH:35][cH:36]3)[cH:41][cH:42][cH:43]2)[CH2:24][CH2:25]1.[c:1]1([C:7](=[O:8])[NH:9][C:10]([O:11][c:13]2[cH:14][cH:15][cH:16][cH:17][cH:18]2)=[O:12])[cH:2][cH:3][cH:4][cH:5][n:6]1>>[c:1]1([C:7](=[O:8])[NH:9][C:10](=[O:11])[N:20]2[CH2:21][CH2:22][C:23](=[CH:26][c:27]3[cH:28][c:29]([O:30][c:31]4[n:32][cH:33][c:34]([C:37]([F:38])([F:39])[F:40])[cH:35][cH:36]4)[cH:41][cH:42][cH:43]3)[CH2:24][CH2:25]2)[cH:2][cH:3][cH:4][cH:5][n:6]1.